Task: describe an organic reaction: reactants, conditions, products, and yield. Dataset: the Open Reaction Database (ORD), a public repository of structured organic reaction records Starting materials: C([O-])([O-])=O.[K+].[K+] (potassium carbonate), C(C)(C)C1=NC=CC=2C(=CC=CC12)CC(=O)O (1-iso-Propylisoquinoline-5-acetic acid), C(C)O (ethanol), ice water, S(O)(O)(=O)=O (sulfuric acid). Yields the product C(C)(C)C1=NC=CC=2C(=CC=CC12)CC(=O)OCC (ethyl 1-isopropylisoquinoline-5-acetate). As a reaction SMILES: [CH:1]([C:4]1[C:13]2[CH:12]=[CH:11][CH:10]=[C:9]([CH2:14][C:15]([OH:17])=[O:16])[C:8]=2[CH:7]=[CH:6][N:5]=1)([CH3:3])[CH3:2].S(=O)(=O)(O)O.C(=O)([O-])[O-].[K+].[K+].[CH2:29](O)[CH3:30]>>[CH:1]([C:4]1[C:13]2[CH:12]=[CH:11][CH:10]=[C:9]([CH2:14][C:15]([O:17][CH2:29][CH3:30])=[O:16])[C:8]=2[CH:7]=[CH:6][N:5]=1)([CH3:3])[CH3:2] |f:2.3.4|. Reported procedure: 1-iso-Propylisoquinoline-5-acetic acid (0.5 g) was dissolved in 20 ml of ethanol, and 3 ml of conc. sulfuric acid was added. The mixture was heated under reflux for 3 hours. The reaction mixture was poured into ice water, made weakly alkaline with potassium carbonate, extracted with benzene, washed in water, and dried. The solvent was distilled off under reduced pressure to afford 0.5 g of ethyl 1-isopropylisoquinoline-5-acetate as a colorless oil. The reactants are CC(C)CC(CC(=O)O)C(=O)OCc1ccccc1, ClCCl, C1CCCNCCC1. Yields the product CC(C)CC(CC(=O)N1CCCCCCC1)C(=O)OCc1ccccc1. As a reaction SMILES: [C:1](=[O:2])([OH:3])[CH2:4][CH:5]([C:6](=[O:7])[O:8][CH2:9][c:10]1[cH:11][cH:12][cH:13][cH:14][cH:15]1)[CH2:16][CH:17]([CH3:18])[CH3:19].[CH2:28]([Cl:29])[Cl:30].[NH:20]1[CH2:21][CH2:22][CH2:23][CH2:24][CH2:25][CH2:26][CH2:27]1>>[C:1](=[O:3])([CH2:4][CH:5]([C:6](=[O:7])[O:8][CH2:9][c:10]1[cH:11][cH:12][cH:13][cH:14][cH:15]1)[CH2:16][CH:17]([CH3:18])[CH3:19])[N:20]1[CH2:21][CH2:22][CH2:23][CH2:24][CH2:25][CH2:26][CH2:27]1. Starting materials: O=C([O-])O, CCC(CC)(c1ccc(B2OC(C)(C)C(C)(C)O2)cc1)c1ccc(OCC(=O)C(C)(C)C)c(C)c1, CCC(C)[BH-](C(C)CC)C(C)CC, [Li+], [Na+], C1CCOC1. Yields the product CCC(CC)(c1ccc(B2OC(C)(C)C(C)(C)O2)cc1)c1ccc(OCC(O)C(C)(C)C)c(C)c1. As a reaction SMILES: [C:50](=[O:51])([OH:52])[O-:53].[CH2:15]([CH3:16])[C:17]([CH2:18][CH3:19])([c:20]1[cH:21][cH:22][c:23]([B:26]2[O:27][C:28]([CH3:33])([CH3:34])[C:29]([CH3:31])([CH3:32])[O:30]2)[cH:24][cH:25]1)[c:35]1[cH:36][c:37]([CH3:49])[c:38]([O:39][CH2:40][C:41]([C:42]([CH3:43])([CH3:44])[CH3:45])=[O:46])[cH:47][cH:48]1.[CH:1]([BH-:2]([CH:3]([CH2:4][CH3:5])[CH3:6])[CH:7]([CH2:8][CH3:9])[CH3:10])([CH2:11][CH3:12])[CH3:13].[Li+:14].[Na+:54].[O:55]1[CH2:56][CH2:57][CH2:58][CH2:59]1>>[CH2:15]([CH3:16])[C:17]([CH2:18][CH3:19])([c:20]1[cH:21][cH:22][c:23]([B:26]2[O:27][C:28]([CH3:33])([CH3:34])[C:29]([CH3:31])([CH3:32])[O:30]2)[cH:24][cH:25]1)[c:35]1[cH:36][c:37]([CH3:49])[c:38]([O:39][CH2:40][CH:41]([C:42]([CH3:43])([CH3:44])[CH3:45])[OH:46])[cH:47][cH:48]1. The reactants are C1(=CC=CC=C1)C1CC(C1)C(=O)O (3-phenylcyclobutane carboxylic acid), CO (methanol). Yields the product C1(=CC=CC=C1)C1CC(C1)C(=O)OC (methyl 3-phenylcyclobutanecarboxylate). As a reaction SMILES: [C:1]1([CH:7]2[CH2:10][CH:9]([C:11]([OH:13])=[O:12])[CH2:8]2)[CH:6]=[CH:5][CH:4]=[CH:3][CH:2]=1.[CH3:14]O>>[C:1]1([CH:7]2[CH2:8][CH:9]([C:11]([O:13][CH3:14])=[O:12])[CH2:10]2)[CH:6]=[CH:5][CH:4]=[CH:3][CH:2]=1. Procedure: A mixture of the cis and trans isomers of 3-phenylcyclobutane carboxylic acid (6.8g.) in methanol (100ml.) and concentrated suphuric acid (0.5ml.) was refluxed overnight. The solution was concentrated to about 15ml., water was added and the mixture was extracted with ethyl acetate. The ethyl acetate extracts were combined and dried over anhydrous magnesium sulphate, the solvent was evaporated and the residue was distilled, to give methyl 3-phenylcyclobutanecarboxylate as a mixture of cis- and tr... Reactants: C=CCBr, C1CCOC1, C=CCC(O)COCc1ccccc1, [H-], [Na+]. The product is C=CCOC(CC=C)COCc1ccccc1. Reaction SMILES: [CH2:17]([CH:18]=[CH2:19])[Br:20].[CH2:21]1[O:22][CH2:23][CH2:24][CH2:25]1.[CH2:3]([c:4]1[cH:5][cH:6][cH:7][cH:8][cH:9]1)[O:10][CH2:11][CH:12]([CH2:13][CH:14]=[CH2:15])[OH:16].[H-:2].[Na+:1]>>[CH2:3]([c:4]1[cH:5][cH:6][cH:7][cH:8][cH:9]1)[O:10][CH2:11][CH:12]([CH2:13][CH:14]=[CH2:15])[O:16][CH2:19][CH:18]=[CH2:17]. Starting materials: NC1=C(C=C(C=C1)OCCN1CCOCC1)N[C@H]1CC[C@H](CC1)C(=O)NC(C)C (cis-4-(2-amino-5-(2-morpholinoethoxy)phenylamino)-N-isopropylcyclohexanecarboxamide), FC1=CC=C(C(=O)/N=C\2/N(C3=C(C=NC(=C3)OCCOC)N2)[C@@H]2CC[C@@H](CC2)C(NC(C)C)=O)C=C1 ((E)-4-fluoro-N-(1-(cis-4-(isopropylcarbamoyl)cyclohexyl)-6-(2-methoxyethoxy)-1H-imidazo[4,5-c]pyridin-2(3H)-ylidene)benzamide). Yields the product FC1=CC=C(C(=O)/N=C/2\NC3=C(N2[C@@H]2CC[C@@H](CC2)C(NC(C)C)=O)C=C(C=C3)OCCN3CCOCC3)C=C1 ((E)-4-Fluoro-N-(1-(cis-4-(isopropylcarbamoyl)cyclohexyl)-6-(2-morpholinoethoxy)-1H-benzo[d]imidazol-2(3H)-ylidene)benzamide), solid. Isolated yield 35.0%. As a reaction SMILES: [NH2:1][C:2]1[CH:7]=[CH:6][C:5]([O:8][CH2:9][CH2:10][N:11]2[CH2:16][CH2:15][O:14][CH2:13][CH2:12]2)=[CH:4][C:3]=1[NH:17][C@@H:18]1[CH2:23][CH2:22][C@H:21]([C:24]([NH:26][CH:27]([CH3:29])[CH3:28])=[O:25])[CH2:20][CH2:19]1.[F:30][C:31]1[CH:65]=[CH:64][C:34]([C:35](/[N:37]=[C:38]2/N([C@H]3CC[C@@H](C(=O)NC(C)C)CC3)C3C=C(OCCOC)N=CC=3N/2)=[O:36])=[CH:33][CH:32]=1>>[F:30][C:31]1[CH:32]=[CH:33][C:34]([C:35](/[N:37]=[C:38]2\[NH:1][C:2]3[CH:7]=[CH:6][C:5]([O:8][CH2:9][CH2:10][N:11]4[CH2:16][CH2:15][O:14][CH2:13][CH2:12]4)=[CH:4][C:3]=3[N:17]\2[C@H:18]2[CH2:23][CH2:22][C@@H:21]([C:24](=[O:25])[NH:26][CH:27]([CH3:29])[CH3:28])[CH2:20][CH2:19]2)=[O:36])=[CH:64][CH:65]=1. Procedure details: The title compound was prepared from cis-4-(2-amino-5-(2-morpholinoethoxy)phenylamino)-N-isopropylcyclohexanecarboxamide using a procedure analogous to that used for (E)-4-fluoro-N-(1-(cis-4-(isopropylcarbamoyl)cyclohexyl)-6-(2-methoxyethoxy)-1H-imidazo[4,5-c]pyridin-2(3H)-ylidene)benzamide. Isolated as an off-white solid (19 mg, 35% yield). M/Z calc'd for C30H38FN5O4: 551.65. found 552 [M+H]. The yield is 54.6%. Reaction SMILES: [F:1][C:2]1[CH:7]=[CH:6][C:5]([C:8](=[O:20])[CH2:9][CH2:10][CH2:11][C:12]([N:14]2[CH2:19][CH2:18][O:17][CH2:16][CH2:15]2)=[O:13])=[CH:4][CH:3]=1.B(Cl)(C1C(C)C2C(C)(C)C(C2)C1)C1C(C)C2C(C)(C)C(C2)C1>C1(C)C=CC=CC=1>[F:1][C:2]1[CH:7]=[CH:6][C:5]([C:8](=[O:20])[CH2:9][CH2:10][CH2:11][CH:12]([OH:13])[N:14]2[CH2:19][CH2:18][O:17][CH2:16][CH2:15]2)=[CH:4][CH:3]=1. Procedure details: 10 gms of 1-(4-Fluoro-phenyl)-5-morpholin-4-yl-pentane-1,5-dione was taken in 62 ml of toluene to this 46 ml of (−)-Diisopinocampheyl chloroborane (DIP chloride) solution was added at 0-5° C. Stirred the reaction mass for about 6 hours and quenched the reaction mass with 750 ml of 10% NaOH. To the reaction mass was washed with brine solution. Washed the obtained organic layer with ammonium chloride solution and dried over sodium sulphate. Distilled the solvent and isolated through column chromat... Conditions: time 6 hour. The product is FC1=CC=C(C=C1)C(CCCC(N1CCOCC1)O)=O (1-(4-Fluoro-phenyl)-5-hydroxy-5-morpholin-4-yl-pentan-1-one). Run in C1(=CC=CC=C1)C (toluene). Reactants: FC1=CC=C(C=C1)C(CCCC(=O)N1CCOCC1)=O (1-(4-Fluoro-phenyl)-5-morpholin-4-yl-pentane-1,5-dione), B(C1CC2CC(C1C)C2(C)C)(C3CC4CC(C3C)C4(C)C)Cl ((−)-Diisopinocampheyl chloroborane). The reactants are BrC1=C(C=CC=C1)CC1CN(C(O1)=O)C(CCN1CCC(CC1)O)C1=CC=CC=C1 (5-(2-Bromophenyl)methyl-3-[3-(4-hydroxypiperidino)-1-phenylpropyl]-1,3-oxazolidin-2-one), C(\C=C\C(=O)O)(=O)O (fumaric acid). Solvent: C(C)O (ethanol). Yields the product C(\C=C\C(=O)O)(=O)O.BrC1=C(C=CC=C1)CC1CN(C(O1)=O)C(CCN1CCC(CC1)O)C1=CC=CC=C1 (5-(2-Bromophenyl)methyl-3-[3-(4-hydroxypiperidino)-1-phenylpropyl]-1,3-oxazolidin-2-one fumarate). The yield is 95.0%. RXN SMILES: [Br:1][C:2]1[CH:7]=[CH:6][CH:5]=[CH:4][C:3]=1[CH2:8][CH:9]1[O:13][C:12](=[O:14])[N:11]([CH:15]([C:25]2[CH:30]=[CH:29][CH:28]=[CH:27][CH:26]=2)[CH2:16][CH2:17][N:18]2[CH2:23][CH2:22][CH:21]([OH:24])[CH2:20][CH2:19]2)[CH2:10]1.[C:31]([OH:38])(=[O:37])/[CH:32]=[CH:33]/[C:34]([OH:36])=[O:35]>C(O)C>[C:31]([OH:38])(=[O:37])/[CH:32]=[CH:33]/[C:34]([OH:36])=[O:35].[Br:1][C:2]1[CH:7]=[CH:6][CH:5]=[CH:4][C:3]=1[CH2:8][CH:9]1[O:13][C:12](=[O:14])[N:11]([CH:15]([C:25]2[CH:26]=[CH:27][CH:28]=[CH:29][CH:30]=2)[CH2:16][CH2:17][N:18]2[CH2:23][CH2:22][CH:21]([OH:24])[CH2:20][CH2:19]2)[CH2:10]1 |f:3.4|. Reported procedure: 5-(2-Bromophenyl)methyl-3-[3-(4-hydroxypiperidino)-1-phenylpropyl]-1,3-oxazolidin-2-one (237 mg, 0.5 mmol) prepared in the same manner as is described in Example 5 and fumaric acid (53 mg, 0.5 mmol) were dissolved in ethanol (3 ml) under heating. From the resulting solution, ethanol was removed by distillation under reduced pressure. Water was added to the residue and then the resulting solution was concentrated. After the concentration was repeated for three times, the residue was dried in vacu...